Dataset: the Open Reaction Database (ORD), a public repository of structured organic reaction records. Task: describe an organic reaction: reactants, conditions, products, and yield Reactants: Cl.CNC (dimethylamine hydrochloride), ester, C(C)(C)(C)OC(=O)N1C(CN(CC1)C(C1=CC(=C(C(=C1)OC)OC)OC)=O)C(=O)O (1-tert-butoxycarbonyl-4-(3,4,5-trimethoxybenzoyl)piperazine-2-carboxylic acid), ON1C(CCC1=O)=O (N-hydroxysuccinimide), C1(CCCCC1)N=C=NC1CCCCC1 (dicyclohexyl carbodiimide). The solvent is O1CCOCC1 (dioxane), C(C)N(CC)CC (triethylamine), O1CCOCC1 (dioxane). Reaction conditions: time 5 hour. The product is CN(C(=O)C1N(CCN(C1)C(C1=CC(=C(C(=C1)OC)OC)OC)=O)C(=O)OC(C)(C)C)C (N,N-dimethyl 1-tert-butoxycarbonyl-4-(3,4,5-trimethoxybenzoyl)piperazine-2carboxamide). Isolated yield 65.8%. As a reaction SMILES: [C:1]([O:5][C:6]([N:8]1[CH2:13][CH2:12][N:11]([C:14](=[O:27])[C:15]2[CH:20]=[C:19]([O:21][CH3:22])[C:18]([O:23][CH3:24])=[C:17]([O:25][CH3:26])[CH:16]=2)[CH2:10][CH:9]1[C:28]([OH:30])=O)=[O:7])([CH3:4])([CH3:3])[CH3:2].O[N:32]1[C:36](=O)CC[C:33]1=O.C1(N=C=NC2CCCCC2)CCCCC1.Cl.CNC>O1CCOCC1.C(N(CC)CC)C>[CH3:33][N:32]([CH3:36])[C:28]([CH:9]1[CH2:10][N:11]([C:14](=[O:27])[C:15]2[CH:20]=[C:19]([O:21][CH3:22])[C:18]([O:23][CH3:24])=[C:17]([O:25][CH3:26])[CH:16]=2)[CH2:12][CH2:13][N:8]1[C:6]([O:5][C:1]([CH3:2])([CH3:4])[CH3:3])=[O:7])=[O:30] |f:3.4|. Reported procedure: To a mixture of 1-tert-butoxycarbonyl-4-(3,4,5-trimethoxybenzoyl)piperazine-2-carboxylic acid (3.0 g), N-hydroxysuccinimide (1.2 g) and dioxane (30 ml) is added, at room temperature, dicyclohexyl carbodiimide (2.6 g). The mixture is stirred for 5 hours. To a mixture of dimethylamine hydrochloride (8.0 g), triethylamine (10.0g) and dioxane (30 ml) is added dropwise at 0° C the solution of active ester prepared above. The reaction mixture is concentrated, and the concentrate is dissolved in dichlo... RXN SMILES: [CH3:7][O:8][c:9]1[c:10]([CH2:11][NH2:12])[cH:13][cH:14][cH:15][cH:16]1.[Cl:17][CH2:18][Cl:19].[Cl:1][CH2:2][CH2:3][N:4]=[C:5]=[O:6]>>[CH2:2]1[CH2:3][N:4]=[C:5]([NH:12][CH2:11][c:10]2[c:9]([O:8][CH3:7])[cH:16][cH:15][cH:14][cH:13]2)[O:6]1. Starting materials: COc1ccccc1CN, ClCCl, O=C=NCCCl. Yields the product COc1ccccc1CNC1=NCCO1. Starting materials: O(C1=CC=CC=C1)C1=CC=2C(C3=CC=CC=C3C(C2C=C1)=O)=O (2-phenoxyanthraquinone), O(C1=CC=CC=C1)C1=CC=2C(C3=CC=CC=C3C(C2C=C1)=O)=O (2-phenoxyanthraquinone), O(C1=CC=CC=C1)C1=CC=C(C(=O)C2=C(C(=O)O)C=CC=C2)C=C1 (2-(p-phenoxybenzoyl) benzoic acid), O(C1=CC=CC=C1)C1(C(C=2C(C3=CC=CC=C3C(C2C=C1)=O)=O)S(=O)(=O)[O-])S(=O)(=O)[O-].[Na+].[Na+] (sodium 2-phenoxyanthraquinonedisulfonate), ( 1 ), ( VII ). Product: OC1=CC=2C(C3=CC=CC=C3C(C2C=C1)=O)=O (2-hydroxyanthraquinone). RXN SMILES: [O:1]([C:8]1[CH:21]=[CH:20][C:19]2[C:18](=[O:22])[C:17]3[C:12](=[CH:13][CH:14]=[CH:15][CH:16]=3)[C:11](=[O:23])[C:10]=2[CH:9]=1)C1C=CC=CC=1.O(C1C=CC(C(C2C=CC=CC=2C(O)=O)=O)=CC=1)C1C=CC=CC=1.O(C1(S([O-])(=O)=O)C=CC2C(=O)C3C(=CC=CC=3)C(=O)C=2C1S([O-])(=O)=O)C1C=CC=CC=1.[Na+].[Na+]>>[OH:1][C:8]1[CH:21]=[CH:20][C:19]2[C:18](=[O:22])[C:17]3[C:12](=[CH:13][CH:14]=[CH:15][CH:16]=3)[C:11](=[O:23])[C:10]=2[CH:9]=1 |f:2.3.4|. Procedure details: 2-phenoxyanthraquinonedisulfonic acid formed as an intermediate product in the course of preparing 2-phenoxyanthraquinonepolysulfonic acid from 2-phenoxyanthraquinone or 2-(p-phenoxybenzoyl) benzoic acid was confirmed, by way of a proton-NMR-absorption spectrum thereof, as having such a structure that the two sulfonic acid groups are bonded, as shown in the reaction formulas (1), to o- and p-positions of the phenoxy group in the 2-phenoxyanthraquinone. FIG. 3 shows a proton-NMR-absorption spectr... Reactants: CO, ClC(Cl)Cl, O=C(O)c1cc(F)ccc1C(F)(F)F, C[Si](C)(C)C=[N+]=[N-]. The product is COC(=O)c1cc(F)ccc1C(F)(F)F. As a reaction SMILES: [CH3:26][OH:27].[CH:22]([Cl:23])([Cl:24])[Cl:25].[F:1][c:2]1[cH:3][cH:4][c:5]([C:11]([F:12])([F:13])[F:14])[c:6]([C:7](=[O:8])[OH:9])[cH:10]1.[Si:15]([CH3:16])([CH:17]=[N+:18]=[N-:19])([CH3:20])[CH3:21]>>[F:1][c:2]1[cH:3][cH:4][c:5]([C:11]([F:12])([F:13])[F:14])[c:6]([C:7](=[O:8])[O:9][CH3:16])[cH:10]1. The reactants are O=C([O-])O, [K+], [K+], [Na+], [Na+], [Na+], O=[Cr](=O)([O-])O[Cr](=O)(=O)[O-], O=C([O-])[O-], O, O, C=CCOP(OCC=C)OCC=C. The product is C=CCOP(=O)(OCC=C)OCC=C. Reaction SMILES: [C:7](=[O:8])([OH:9])[O-:10].[K+:12].[K+:13].[Na+:11].[Na+:1].[Na+:2].[O-:14][Cr:15]([O:16][Cr:17](=[O:18])(=[O:19])[O-:20])(=[O:21])=[O:22].[O-:3][C:4](=[O:5])[O-:6].[O:36].[OH2:37].[P:23]([O:24][CH2:25][CH:26]=[CH2:27])([O:28][CH2:29][CH:30]=[CH2:31])[O:32][CH2:33][CH:34]=[CH2:35]>>[O:3]=[P:23]([O:24][CH2:25][CH:26]=[CH2:27])([O:28][CH2:29][CH:30]=[CH2:31])[O:32][CH2:33][CH:34]=[CH2:35].